Task: describe an organic reaction: reactants, conditions, products, and yield. Dataset: the Open Reaction Database (ORD), a public repository of structured organic reaction records Reactants: C(C)OC(C(C)(C)OC1=C(C=C(C=C1)OCC1=CC=CC=C1)C=O)=O (2-(4-Benzyloxy-2-formyl-phenoxy)-2-methyl-propionic acid ethyl ester), [H][H] (hydrogen). The reagents and catalysts are [Pd] (Pd/C). Run in C(C)O (ethanol). Yields the product C(C)OC(C(C)(C)OC1=C(C=C(C=C1)O)CO)=O (2-(4-Hydroxy-2-hydroxymethyl-phenoxy)-2-methyl-propionic acid ethyl ester). Yield: 84.5%. As a reaction SMILES: [CH2:1]([O:3][C:4](=[O:25])[C:5]([O:8][C:9]1[CH:14]=[CH:13][C:12]([O:15]CC2C=CC=CC=2)=[CH:11][C:10]=1[CH:23]=[O:24])([CH3:7])[CH3:6])[CH3:2].[H][H]>C(O)C.[Pd]>[CH2:1]([O:3][C:4](=[O:25])[C:5]([O:8][C:9]1[CH:14]=[CH:13][C:12]([OH:15])=[CH:11][C:10]=1[CH2:23][OH:24])([CH3:7])[CH3:6])[CH3:2]. Reported procedure: 2-(4-Benzyloxy-2-formyl-phenoxy)-2-methyl-propionic acid ethyl ester (185 g, 540 mmol) in ethanol (700 mL) was treated with 10% Pd/C (205 g) and hydrogen (60 psi) at 50° C. for 2 d. The mixture was filtered through Celite, washed with ethanol (1.5 L), and concentrated. The residue was recrystallized from EtOAc/hexanes to give the title compound (116 g). 1H NMR (400 MHz, CDCl3) δ 1.26 (t, 3H, J=7.3 Hz), 1.52 (s, 6H), 2.14 (s, 3H), 4.23 (q, 2H, J=7.3 Hz), 4.59 (brs, 2H), 6.61-6.68 (m, 2H), 6.77 (d... Starting materials: CCOC(=O)c1cnc(Nc2ccccc2F)[nH]c1=O, [Na+], [OH-], O. Product: O=C(O)c1cnc(Nc2ccccc2F)[nH]c1=O. RXN SMILES: [F:1][c:2]1[c:3]([NH:4][c:5]2[nH:6][c:7](=[O:16])[c:8]([C:11](=[O:12])[O:13][CH2:14][CH3:15])[cH:9][n:10]2)[cH:17][cH:18][cH:19][cH:20]1.[Na+:22].[OH-:21].[OH2:23]>>[F:1][c:2]1[c:3]([NH:4][c:5]2[nH:6][c:7](=[O:16])[c:8]([C:11](=[O:12])[OH:13])[cH:9][n:10]2)[cH:17][cH:18][cH:19][cH:20]1.